From a dataset of the Open Reaction Database (ORD), a public repository of structured organic reaction records. describe an organic reaction: reactants, conditions, products, and yield The reactants are FC(C=1C=C(C(=O)N2CCC3(C(NC(N3C3=CC=CC=C3)=O)=O)CC2)C=C(C1)C(F)(F)F)(F)F (8-(3,5-bis-trifluoromethyl-benzoyl)-1-phenyl-1,3,8-triaza-spiro[4.5]decane-2,4-dione), OC[C@@H]1CCC(N1)=O ((S)-5-(hydroxymethyl)-2-pyrrolidinone). The product is FC(C=1C=C(C(=O)N2CCC3(C(N(C(N3C3=CC=CC=C3)=O)C[C@H]3NC(CC3)=O)=O)CC2)C=C(C1)C(F)(F)F)(F)F ((S)-8-(3,5-Bis-trifluoromethyl-benzoyl)-3-(5-oxo-pyrrolidin-2-yl-methyl)-1-phenyl-1,3,8-triaza-spiro[4.5]decane-2,4-dione). RXN SMILES: [F:1][C:2]([F:34])([F:33])[C:3]1[CH:4]=[C:5]([CH:26]=[C:27]([C:29]([F:32])([F:31])[F:30])[CH:28]=1)[C:6]([N:8]1[CH2:25][CH2:24][C:11]2([N:15]([C:16]3[CH:21]=[CH:20][CH:19]=[CH:18][CH:17]=3)[C:14](=[O:22])[NH:13][C:12]2=[O:23])[CH2:10][CH2:9]1)=[O:7].O[CH2:36][C@H:37]1[NH:41][C:40](=[O:42])[CH2:39][CH2:38]1>>[F:34][C:2]([F:1])([F:33])[C:3]1[CH:4]=[C:5]([CH:26]=[C:27]([C:29]([F:32])([F:31])[F:30])[CH:28]=1)[C:6]([N:8]1[CH2:9][CH2:10][C:11]2([N:15]([C:16]3[CH:17]=[CH:18][CH:19]=[CH:20][CH:21]=3)[C:14](=[O:22])[N:13]([CH2:36][C@@H:37]3[CH2:38][CH2:39][C:40](=[O:42])[NH:41]3)[C:12]2=[O:23])[CH2:24][CH2:25]1)=[O:7]. Procedure: The title compound, MS: m/e=583.1 (M+), was prepared in accordance with the general method of example 121 from 8-(3,5-bis-trifluoromethyl-benzoyl)-1-phenyl-1,3,8-triaza-spiro[4.5]decane-2,4-dione and (S)-5-(hydroxymethyl)-2-pyrrolidinone. The yield is 20.0%. Solvent: C(Cl)(Cl)Cl (CHCl3). RXN SMILES: [F:1][C:2]1[CH:7]=[C:6]([S:8]([CH3:10])=[O:9])[CH:5]=[CH:4][C:3]=1[C:11]1[CH:16]=[CH:15][C:14]([O:17][CH2:18][CH:19]2[CH2:24][CH2:23][N:22]([C:25]3[O:29][N:28]=[C:27]([CH:30]([CH3:32])[CH3:31])[N:26]=3)[CH2:21][CH2:20]2)=[CH:13][N:12]=1.C(=O)=O.CO>C(Cl)(Cl)Cl>[F:1][C:2]1[CH:7]=[C:6]([S@:8]([CH3:10])=[O:9])[CH:5]=[CH:4][C:3]=1[C:11]1[CH:16]=[CH:15][C:14]([O:17][CH2:18][CH:19]2[CH2:24][CH2:23][N:22]([C:25]3[O:29][N:28]=[C:27]([CH:30]([CH3:32])[CH3:31])[N:26]=3)[CH2:21][CH2:20]2)=[CH:13][N:12]=1. The reactants are C(=O)=O (CO2), CO (MeOH), FC1=C(C=CC(=C1)S(=O)C)C1=NC=C(C=C1)OCC1CCN(CC1)C1=NC(=NO1)C(C)C ((±)-2-[2-Fluoro-4-(methylsulfinyl)phenyl]-5-[({1-[3-(1-methylethyl)-1,2,4-oxadiazol-5-yl]-4-piperidinyl}methyl)oxy]pyridine). Reported procedure: The racemic sulfoxide 2-[2-fluoro-4-(methylsulfinyl)phenyl]-5-[({1-[3-(1-methylethyl)-1,2,4-oxadiazol-5-yl]-4-piperidinyl}methyl)oxy]pyridine (prepared as in Example 176, 195 mg) was subjected to Chiral HPLC [column: Chiralpak AS-H, column mobile phase: 65% CO2: 35% (80% MeOH: 20% CHCl3) (2 mL/min), pressure 140 bar, temperature 30° C., 280 nm] analysis and then separation to give two (R and S) enantiomers. The title compound (39 mg) was isolated as an off-white solid with Tr of 16.69 min (secon... The product is FC1=C(C=CC(=C1)[S@@](=O)C)C1=NC=C(C=C1)OCC1CCN(CC1)C1=NC(=NO1)C(C)C ((S)-2-[2-Fluoro-4-(methylsulfinyl)phenyl]-5-[({1-[3-(1-methylethyl)-1,2,4-oxadiazol-5-yl]-4-piperidinyl}methyl)oxy]pyridine). Reactants: O=C([O-])O, CCOC(=O)C(=O)Nc1cccc(SC)c1C(N)=O, ClCCl, O=C(OO)c1cccc(Cl)c1, [Na+], O. Product: CCOC(=O)C(=O)Nc1cccc(S(C)=O)c1C(N)=O. As a reaction SMILES: [C:34](=[O:35])([OH:36])[O-:37].[CH2:1]([CH3:2])[O:3][C:4]([C:5](=[O:6])[NH:7][c:8]1[c:9]([C:16]([NH2:17])=[O:18])[c:10]([S:14][CH3:15])[cH:11][cH:12][cH:13]1)=[O:19].[CH2:31]([Cl:32])[Cl:33].[Cl:20][c:21]1[cH:22][c:23]([C:28](=[O:25])[O:29][OH:30])[cH:24][cH:26][cH:27]1.[Na+:38].[OH2:39]>>[CH2:1]([CH3:2])[O:3][C:4]([C:5](=[O:6])[NH:7][c:8]1[c:9]([C:16]([NH2:17])=[O:18])[c:10]([S:14]([CH3:15])=[O:25])[cH:11][cH:12][cH:13]1)=[O:19]. RXN SMILES: [C:29](=[O:30])([O-:31])[O-:32].[CH3:123][c:124]1[cH:125][cH:126][cH:127][cH:128][cH:129]1.[CH3:130][OH:131].[CH3:35][O:36][C:37](=[O:38])[c:39]1[n:40]([CH2:60][CH2:61][F:62])[cH:41][c:42]([C:44]2([c:52]3[cH:53][c:54]([Br:59])[c:55]([F:58])[cH:56][cH:57]3)[N:45]=[C:46]([NH2:51])[N:47]([CH3:50])[C:48]2=[O:49])[cH:43]1.[Cl:63][CH:64]([Cl:65])[Cl:66].[Na+:33].[Na+:34].[O:105]=[C:106]([CH:107]=[CH:108][c:109]1[cH:110][cH:111][cH:112][cH:113][cH:114]1)[CH:115]=[CH:116][c:117]1[cH:118][cH:119][cH:120][cH:121][cH:122]1.[O:69]=[C:70]([CH:71]=[CH:72][c:73]1[cH:74][cH:75][cH:76][cH:77][cH:78]1)[CH:79]=[CH:80][c:81]1[cH:82][cH:83][cH:84][cH:85][cH:86]1.[O:87]=[C:88]([CH:89]=[CH:90][c:91]1[cH:92][cH:93][cH:94][cH:95][cH:96]1)[CH:97]=[CH:98][c:99]1[cH:100][cH:101][cH:102][cH:103][cH:104]1.[Pd:67].[Pd:68].[c:1]1([P:2]([c:3]2[cH:4][cH:5][cH:6][cH:7][cH:8]2)[c:9]2[cH:10][cH:11][cH:12][cH:13][cH:14]2)[cH:15][cH:16][cH:17][cH:18][cH:19]1.[n:20]1[cH:21][n:22][cH:23][c:24]([B:26]([OH:27])[OH:28])[cH:25]1>>[n:20]1[cH:21][n:22][cH:23][c:24](-[c:54]2[cH:53][c:52]([C:44]3([c:42]4[cH:41][n:40]([CH2:60][CH2:61][F:62])[c:39]([C:37]([O:36][CH3:35])=[O:38])[cH:43]4)[N:45]=[C:46]([NH2:51])[N:47]([CH3:50])[C:48]3=[O:49])[cH:57][cH:56][c:55]2[F:58])[cH:25]1. Yields the product COC(=O)c1cc(C2(c3ccc(F)c(-c4cncnc4)c3)N=C(N)N(C)C2=O)cn1CCF. Starting materials: O=C([O-])[O-], Cc1ccccc1, CO, COC(=O)c1cc(C2(c3ccc(F)c(Br)c3)N=C(N)N(C)C2=O)cn1CCF, ClC(Cl)Cl, [Na+], [Na+], O=C(C=Cc1ccccc1)C=Cc1ccccc1, O=C(C=Cc1ccccc1)C=Cc1ccccc1, O=C(C=Cc1ccccc1)C=Cc1ccccc1, [Pd], [Pd], c1ccc(P(c2ccccc2)c2ccccc2)cc1, OB(O)c1cncnc1. Reactants: O=C(n1ccnc1)n1ccnc1, CN(C)C=O, CC1(C)Cc2cc(C(=O)NS(C)(=O)=O)ccc2NC1c1cccc(N)c1, O=C(O)c1cnccn1. The product is CC1(C)Cc2cc(C(=O)NS(C)(=O)=O)ccc2NC1c1cccc(NC(=O)c2cnccn2)c1. RXN SMILES: [C:10]([n:11]1[cH:12][cH:13][n:14][cH:15]1)([n:16]1[cH:17][cH:18][n:19][cH:20]1)=[O:21].[CH3:48][N:49]([CH3:50])[CH:51]=[O:52].[NH2:22][c:23]1[cH:24][c:25]([CH:29]2[NH:30][c:31]3[cH:32][cH:33][c:34]([C:41](=[O:42])[NH:43][S:44](=[O:45])(=[O:46])[CH3:47])[cH:35][c:36]3[CH2:37][C:38]2([CH3:39])[CH3:40])[cH:26][cH:27][cH:28]1.[n:1]1[c:2]([C:7](=[O:8])[OH:9])[cH:3][n:4][cH:5][cH:6]1>>[n:1]1[c:2]([C:7](=[O:9])[NH:22][c:23]2[cH:24][c:25]([CH:29]3[NH:30][c:31]4[cH:32][cH:33][c:34]([C:41](=[O:42])[NH:43][S:44](=[O:45])(=[O:46])[CH3:47])[cH:35][c:36]4[CH2:37][C:38]3([CH3:39])[CH3:40])[cH:26][cH:27][cH:28]2)[cH:3][n:4][cH:5][cH:6]1. Starting materials: C(C)C=1N=C(SC1CC)NC(=O)C(=O)OCC (Ethyl 4,5-diethylthiazol-2-ylcarbamoylcarboxylate), C([O-])([O-])=O.[K+].[K+] (potassium carbonate), O (water). Solvent: C(C)(=O)O (acetic acid). Reaction conditions: time 5 minute. Product: C(C)C=1N=C(SC1CC)NC(=O)C(=O)O (4,5-Diethylthiazol-2-ylcarbamoylcarboxylic Acid). As a reaction SMILES: [CH2:1]([C:3]1[N:4]=[C:5]([NH:10][C:11]([C:13]([O:15]CC)=[O:14])=[O:12])[S:6][C:7]=1[CH2:8][CH3:9])[CH3:2].C(=O)([O-])[O-].[K+].[K+].O>C(O)(=O)C>[CH2:1]([C:3]1[N:4]=[C:5]([NH:10][C:11]([C:13]([OH:15])=[O:14])=[O:12])[S:6][C:7]=1[CH2:8][CH3:9])[CH3:2] |f:1.2.3|. Reported procedure: Ethyl 4,5-diethylthiazol-2-ylcarbamoylcarboxylate (897 mg., 3.5 mmoles), 1 N potassium carbonate (3.5 ml., 3.5 equivalents) and 27 ml. of water were combined and heated on a steam bath for 10 minutes. Clear solution was noted after 5 minutes. The reaction mixture was cooled and made acidic with acetic acid. Crude product (625 mg.) was recovered by filtration. Recrystallization from approximately 33 ml. of absolute ethanol gave purified 4,5-diethylthiazol-2-ylcarbamoylcarboxylic acid [470 mg.; m.... Reactants: FC1=C2C(=C(C(=NC2=CC(=C1)F)N1CCNCC1)C)NC=1C=NC=C(C1)N1CCOCC1 (5,7-difluoro-3-methyl-N-(5-morpholinopyridin-3-yl)-2-(piperazin-1-yl)quinolin-4-amine), O1C=NC=C1C(=O)O (oxazole-5-carboxylic acid). Yields the product FC1=C2C(=C(C(=NC2=CC(=C1)F)N1CCN(CC1)C(=O)C1=CN=CO1)C)NC=1C=NC=C(C1)N1CCOCC1 ((4-(5,7-difluoro-3-methyl-4-(5-morpholinopyridin-3-ylamino)quinolin-2-yl)piperazin-1-yl)(oxazol-5-yl)methanone). As a reaction SMILES: [F:1][C:2]1[CH:11]=[C:10]([F:12])[CH:9]=[C:8]2[C:3]=1[C:4]([NH:20][C:21]1[CH:22]=[N:23][CH:24]=[C:25]([N:27]3[CH2:32][CH2:31][O:30][CH2:29][CH2:28]3)[CH:26]=1)=[C:5]([CH3:19])[C:6]([N:13]1[CH2:18][CH2:17][NH:16][CH2:15][CH2:14]1)=[N:7]2.[O:33]1[C:37]([C:38](O)=[O:39])=[CH:36][N:35]=[CH:34]1>>[F:1][C:2]1[CH:11]=[C:10]([F:12])[CH:9]=[C:8]2[C:3]=1[C:4]([NH:20][C:21]1[CH:22]=[N:23][CH:24]=[C:25]([N:27]3[CH2:32][CH2:31][O:30][CH2:29][CH2:28]3)[CH:26]=1)=[C:5]([CH3:19])[C:6]([N:13]1[CH2:14][CH2:15][N:16]([C:38]([C:37]3[O:33][CH:34]=[N:35][CH:36]=3)=[O:39])[CH2:17][CH2:18]1)=[N:7]2. Reported procedure: Prepared according to Procedure Q using 5,7-difluoro-3-methyl-N-(5-morpholinopyridin-3-yl)-2-(piperazin-1-yl)quinolin-4-amine (40.0 mg, 0.09 mmol) and oxazole-5-carboxylic acid to give (4-(5,7-difluoro-3-methyl-4-(5-morpholinopyridin-3-ylamino)quinolin-2-yl)piperazin-1-yl)(oxazol-5-yl)methanone. 1H NMR (DMSO-d6) δ ppm 2.11 (s, 3H), 3.06 (br s, 4H), 3.33-3.39 (m, 4H), 3.69 (br s, 4H), 3.86 (br s, 4H), 6.52 (s, 1H), 7.15-7.20 (m, 1H), 7.28-7.30 (m, 1H), 7.53 (s, 1H), 7.78 (br s, 2H), 8.38 (s, 1H),...